This data is from the Open Reaction Database (ORD), a public repository of structured organic reaction records. The task is: describe an organic reaction: reactants, conditions, products, and yield Reactants: C(C)N(C(C(=O)O)=C)S(=O)(=O)C1=CC(=C(C=C1)F)F (2-[ethyl-(3,4-difluorophenyl)sulfonyl-amino]prop-2-enoic acid), CCOC(=O)OC(=O)OCC (DEPC), FC(C1=CC=C(C=C1)C1=NC=CC(=C1)CN)(F)F ([2-[4-(trifluoromethyl)phenyl]-4-pyridyl]methanamine). Run in C1CCOC1 (THF). Reaction conditions: time 8 hour. Yields the product C(C)N(C(C(=O)NCC1=CC(=NC=C1)C1=CC=C(C=C1)C(F)(F)F)=C)S(=O)(=O)C1=CC(=C(C=C1)F)F (2-[ethyl-(3,4-difluorophenyl)sulfonyl-amino]-N-[[2-[4-(trifluoromethyl)phenyl]-4-pyridyl]methyl]prop-2-enamide). Isolated yield 13.4%. Reaction SMILES: [CH2:1]([N:3]([S:9]([C:12]1[CH:17]=[CH:16][C:15]([F:18])=[C:14]([F:19])[CH:13]=1)(=[O:11])=[O:10])[C:4](=[CH2:8])[C:5]([OH:7])=O)[CH3:2].CCOC(OC(OCC)=O)=O.[F:31][C:32]([F:48])([F:47])[C:33]1[CH:38]=[CH:37][C:36]([C:39]2[CH:44]=[C:43]([CH2:45][NH2:46])[CH:42]=[CH:41][N:40]=2)=[CH:35][CH:34]=1>C1COCC1>[CH2:1]([N:3]([S:9]([C:12]1[CH:17]=[CH:16][C:15]([F:18])=[C:14]([F:19])[CH:13]=1)(=[O:11])=[O:10])[C:4](=[CH2:8])[C:5]([NH:46][CH2:45][C:43]1[CH:42]=[CH:41][N:40]=[C:39]([C:36]2[CH:37]=[CH:38][C:33]([C:32]([F:48])([F:31])[F:47])=[CH:34][CH:35]=2)[CH:44]=1)=[O:7])[CH3:2]. Procedure details: Acid 4G (500 mg, 1.7 mmol) was dissolved in 20 ml of THF and at rt DEPC (1.3 equiv, 0.34 ml) and [2-[4-(trifluoromethyl)phenyl]-4-pyridyl]methanamine 21A (1.1 equiv., 476 mg) were added to the solution. The mixture was stirred at rt overnight then evaporated. The residue was dissolved in AcOEt (30 mL) and washed with water (1×20 mL) and brine. The organic phase was dried over sodium sulfate and concentrated under vacuum. The purification of the crude by chromatographic column (EtOAc 1/petroleum ... Reactants: ClC=1N=CC2=C(N1)N(C(=C2)C(=O)NC)C2CCCC2 (2-chloro-7-cyclopentyl-N-methyl-7H-pyrrolo[2,3-d]pyrimidine-6-carboxamide), NC1=CC=C(C=N1)N1C[C@H]2CC[C@@H](CC1=O)N2C(=O)OC(C)(C)C ((1R,6S)-tert-butyl 3-(6-aminopyridin-3-yl)-4-oxo-3,9-diazabicyclo[4.2.1]nonane-9-carboxylate). Yields the product C(C)(C)(C)OC(=O)N1C2CNC(CC1CC2)=O (4-oxo-3,9-diaza-bicyclo[4.2.1]nonane-9-carboxylic acid tert-butyl ester). The yield is 78.0%. Reaction SMILES: ClC1N=CC2C=C(C(NC)=O)N(C3CCCC3)C=2N=1.NC1N=CC([N:27]2[C:34](=[O:35])[CH2:33][C@H:32]3[N:36]([C:37]([O:39][C:40]([CH3:43])([CH3:42])[CH3:41])=[O:38])[C@H:29]([CH2:30][CH2:31]3)[CH2:28]2)=CC=1>>[C:40]([O:39][C:37]([N:36]1[CH:32]2[CH2:31][CH2:30][CH:29]1[CH2:28][NH:27][C:34](=[O:35])[CH2:33]2)=[O:38])([CH3:43])([CH3:41])[CH3:42]. Procedure details: Following general N—C coupling procedure 1, 2-chloro-7-cyclopentyl-N-methyl-7H-pyrrolo[2,3-d]pyrimidine-6-carboxamide was combined with (1R,6S)-tert-butyl 3-(6-aminopyridin-3-yl)-4-oxo-3,9-diazabicyclo[4.2.1]nonane-9-carboxylate which gave (1R,6S)-3-[6-(7-cyclopentyl-6-methylcarbamoyl-7H-pyrrolo[2,3-d]pyrimidin-2-ylamino)-pyridin-3-yl])-4-oxo-3,9-diaza-bicyclo[4.2.1]nonane-9-carboxylic acid tert-butyl ester (200 mg) in 78% yield. MS 575.8 m/z (M+H) Starting materials: CO, O=C(O)c1ccc([N+](=O)[O-])cn1, [Na+], [Na+], O=C([O-])[O-], O=S(=O)(O)O. Product: COC(=O)c1ccc([N+](=O)[O-])cn1. RXN SMILES: [CH3:24][OH:25].[N+:1](=[O:2])([O-:3])[c:4]1[cH:5][cH:6][c:7]([C:10](=[O:11])[OH:12])[n:8][cH:9]1.[Na+:18].[Na+:19].[O-:20][C:21](=[O:22])[O-:23].[S:13](=[O:14])(=[O:15])([OH:16])[OH:17]>>[N+:1](=[O:2])([O-:3])[c:4]1[cH:5][cH:6][c:7]([C:10](=[O:11])[O:12][CH3:21])[n:8][cH:9]1. The reactants are C(C)OC(CC1CCNCC1)=O (2-(piperidin-4-yl)-acetic acid ethyl ester), C(=O)(N1C=NC=C1)N1C=NC=C1 (1,1′-carbonyldiimidazole). Solvent: CN(C=O)C (N,N-dimethyl formamide). Run at time 4 day. Yields the product C(C)OC(CC1CCN(CC1)C(=O)N1C=NC=C1)=O ([1-(imidazole-1-carbonyl)-piperidin-4-yl]acetic acid ethyl ester). Isolated yield 89.1%. Reaction SMILES: [CH2:1]([O:3][C:4](=[O:12])[CH2:5][CH:6]1[CH2:11][CH2:10][NH:9][CH2:8][CH2:7]1)[CH3:2].[C:13](N1C=CN=C1)([N:15]1[CH:19]=[CH:18][N:17]=[CH:16]1)=[O:14]>CN(C)C=O>[CH2:1]([O:3][C:4](=[O:12])[CH2:5][CH:6]1[CH2:11][CH2:10][N:9]([C:13]([N:15]2[CH:19]=[CH:18][N:17]=[CH:16]2)=[O:14])[CH2:8][CH2:7]1)[CH3:2]. Procedure details: To a mixture of 2-(piperidin-4-yl)-acetic acid ethyl ester (211.4 mg, 1.234 mmol, Oakwood,) in N,N-dimethyl formamide (5.0 mL) was added 1,1′-carbonyldiimidazole (216 mg, 1.332 mmol Aldrich). After it was stirred at rt for 4 days under an argon atmosphere, the solvent was removed and the reaction mixture was extracted with EtOAc, and washed with water (2×), and saturated NaCl. The organic phase was separated, dried over Na2SO4, filtered and concentrated to give [1-(imidazole-1-carbonyl)-piperidi... Starting materials: COCCl (methoxymethyl chloride), BrC1=C(C(=CC(=C1)C(C)(C)C)C(C)(C)C)O (2-bromo-4,6-di-t-butylphenol), BrC1=C(C(=CC(=C1)C(C)(C)C)C(C)(C)C)O (2-bromo-4,6-di-t-butylphenol), C(C)(C)N(CC)C(C)C (diisopropylethylamine). The reagents and catalysts are [N+](CCCC)(CCCC)(CCCC)CCCC.[I-] (Bu4NI). Run in C(Cl)Cl (CH2Cl2). Reaction conditions: temperature 45 celsius. Yields the product COCC1(C(C(=CC(=C1)C(C)(C)C)C(C)(C)C)O)Br (o-Methoxymethyl-2-bromo-4,6-di-t-butylphenol). The yield is 94.8%. RXN SMILES: [Br:1][C:2]1[CH:7]=[C:6]([C:8]([CH3:11])([CH3:10])[CH3:9])[CH:5]=[C:4]([C:12]([CH3:15])([CH3:14])[CH3:13])[C:3]=1[OH:16].C(N(C(C)C)CC)(C)C.[CH3:26][O:27][CH2:28]Cl>[N+](CCCC)(CCCC)(CCCC)CCCC.[I-].C(Cl)Cl>[CH3:26][O:27][CH2:28][C:2]1([Br:1])[CH:7]=[C:6]([C:8]([CH3:9])([CH3:10])[CH3:11])[CH:5]=[C:4]([C:12]([CH3:15])([CH3:14])[CH3:13])[CH:3]1[OH:16] |f:3.4|. Procedure details: To a solution of 2-bromo-4,6-di-t-butylphenol (Compound D 2.54 g, 8.88 mmol) and catalytic amount of Bu4NI in 20 ml of dry CH2Cl2 at 0° C. was added diisopropylethylamine (9.51 ml, 53 mmol), followed by methoxymethyl chloride (2.02 ml, 26.6 mmol). The reaction mixture was heated to 45° C. for 12 hours. The reaction mixture was then washed with 10% citric acid, then NaHCO3 (sat.), brine, and dried over MgSO4. After filtration and removal of the solvent under reduced pressure, the residue was puri... RXN SMILES: [CH2:36]([Cl:37])[Cl:38].[CH3:1][O:2][c:3]1[c:4]([O:5][c:6]2[cH:7][c:8]([NH2:12])[n:9][cH:10][cH:11]2)[cH:13][c:14]([N+:19](=[O:20])[O-:21])[c:15]([NH:17][CH3:18])[cH:16]1.[CH3:31][C:32]([Cl:33])=[O:34].[CH:22]([N:23]([CH:24]([CH3:25])[CH3:26])[CH2:27][CH3:28])([CH3:29])[CH3:30].[OH2:35]>>[CH3:1][O:2][c:3]1[c:4]([O:5][c:6]2[cH:7][c:8]([NH:12][C:32]([CH3:31])=[O:34])[n:9][cH:10][cH:11]2)[cH:13][c:14]([N+:19](=[O:20])[O-:21])[c:15]([NH:17][CH3:18])[cH:16]1. The reactants are ClCCl, CNc1cc(OC)c(Oc2ccnc(N)c2)cc1[N+](=O)[O-], CC(=O)Cl, CCN(C(C)C)C(C)C, O. Product: CNc1cc(OC)c(Oc2ccnc(NC(C)=O)c2)cc1[N+](=O)[O-]. Reactants: CC(C)(C)OC(=O)N1CCC(=C(c2ccccc2)c2cnn(Cc3ccccc3)c2)CC1, CC(C)(C)[O-], CS(C)=O, [K+]. The product is CC(C)(C)OC(=O)N1CCC(=C(c2ccccc2)c2cn[nH]c2)CC1. Reaction SMILES: [C:1]([CH3:2])([CH3:3])([CH3:4])[O:5][C:6](=[O:7])[N:8]1[CH2:9][CH2:10][C:11](=[C:14]([c:15]2[cH:16][n:17][n:18]([CH2:20][c:21]3[cH:22][cH:23][cH:24][cH:25][cH:26]3)[cH:19]2)[c:27]2[cH:28][cH:29][cH:30][cH:31][cH:32]2)[CH2:12][CH2:13]1.[CH3:33][C:34]([CH3:35])([O-:36])[CH3:37].[CH3:39][S:40]([CH3:41])=[O:42].[K+:38]>>[C:1]([CH3:2])([CH3:3])([CH3:4])[O:5][C:6](=[O:7])[N:8]1[CH2:9][CH2:10][C:11](=[C:14]([c:15]2[cH:16][n:17][nH:18][cH:19]2)[c:27]2[cH:28][cH:29][cH:30][cH:31][cH:32]2)[CH2:12][CH2:13]1. The reactants are 28.4, N1N=CN=C1 (1H-1,2,4-triazole), CN(C=O)C (N,N-dimethylformamide), [H-].[Na+] (sodium hydride), 40, ClC(C=1C=CC2=C(N(N=N2)C)C1)C1=CC=C(C=C1)Cl (6-[chloro(4-chlorophenyl)-methyl]-1-methyl-1H-benzotriazole), CN(C=O)C (N,N-dimethylformamide). Solvent: O (water). Run at time 1 hour. Product: 13, CN1N=NC2=C1C=CC=C2 (1-methyl-1H-benzotriazole). Reaction SMILES: N1C=NC=N1.CN(C)C=O.[H-].[Na+].ClC(C1C=CC(Cl)=CC=1)[C:15]1[CH:16]=[CH:17][C:18]2[N:22]=[N:21][N:20]([CH3:23])[C:19]=2[CH:24]=1>O>[CH3:23][N:20]1[C:19]2[CH:24]=[CH:15][CH:16]=[CH:17][C:18]=2[N:22]=[N:21]1 |f:2.3|. Procedure: To a stirred solution of 28.4 parts of 1H-1,2,4-triazole in 135 parts of N,N-dimethylformamide were added 11.4 parts of a sodium hydride dispersion 80% under nitrogen atmosphere. After stirring for 1 hour at room temperature, a solution of 40 parts of 6-[chloro(4-chlorophenyl)-methyl]-1-methyl-1H-benzotriazole in 90 parts of N,N-dimethylformamide was added to the mixture. The whole was stirred for 1 hour at 60° C. The reaction mixture was diluted with 50 parts of water and the whole was evaporat...